Task: describe an organic reaction: reactants, conditions, products, and yield. Dataset: the Open Reaction Database (ORD), a public repository of structured organic reaction records Reactants: C(C)(C)(C)OC(NCC(NC1=CC(=CC=C1)NC(C(=O)N1CCC(CC1)CC1=CC=CC=C1)=O)=O)=O (({3-[2-(4-Benzyl-piperidin-1-yl)-2-oxo-acetyl-amino]-phenylcarbamoyl}-methyl)-carbamic acid tert-butyl ester), Cl (hydrochloric acid). Run in C(C)(=O)OCC (ethyl acetate). Reaction conditions: time 1 hour. The product is Cl.NCC(=O)NC=1C=C(C=CC1)NC(C(=O)N1CCC(CC1)CC1=CC=CC=C1)=O (N-[3-(2-Amino-acetylamino)-phenyl]-2-(4-benzyl-piperidin-1-yl)-2-oxo-acetamide hydrochloride). Yield: 95.1%. Reaction SMILES: C(OC(=O)[NH:7][CH2:8][C:9](=[O:35])[NH:10][C:11]1[CH:16]=[CH:15][CH:14]=[C:13]([NH:17][C:18](=[O:34])[C:19]([N:21]2[CH2:26][CH2:25][CH:24]([CH2:27][C:28]3[CH:33]=[CH:32][CH:31]=[CH:30][CH:29]=3)[CH2:23][CH2:22]2)=[O:20])[CH:12]=1)(C)(C)C.[ClH:37]>C(OCC)(=O)C>[ClH:37].[NH2:7][CH2:8][C:9]([NH:10][C:11]1[CH:12]=[C:13]([NH:17][C:18](=[O:34])[C:19]([N:21]2[CH2:22][CH2:23][CH:24]([CH2:27][C:28]3[CH:33]=[CH:32][CH:31]=[CH:30][CH:29]=3)[CH2:25][CH2:26]2)=[O:20])[CH:14]=[CH:15][CH:16]=1)=[O:35] |f:3.4|. Procedure: A mixture of 0.5 g (1 mmol) of ({3-[2-(4-benzyl-piperidin-1-yl)-2-oxo-acetyl-amino]-phenylcarbamoyl}-methyl)-carbamic acid tert-butyl ester (Example 69) and 20 ml of 2.5 N hydrochloric acid in ethyl acetate is stirred at room temperature for 1 hour. The precipitated product is filtered off and washed with ethyl acetate to yield 0.41 g (95.1%) of the title compound. Melting Point: 85-90° C. (ethyl acetate) Reactants: N#CCNC(=O)C1CC(S(=O)(=O)c2ccccc2)CN1, Cl, O=C(O)C1CCCCC1. Product: N#CCNC(=O)C1CC(S(=O)(=O)c2ccccc2)CN1C(=O)C1CCCCC1. Reaction SMILES: [C:2](#[N:3])[CH2:4][NH:5][C:6](=[O:7])[CH:8]1[NH:9][CH2:10][CH:11]([S:13](=[O:14])(=[O:15])[c:16]2[cH:17][cH:18][cH:19][cH:20][cH:21]2)[CH2:12]1.[ClH:1].[OH:22][C:23](=[O:24])[CH:25]1[CH2:26][CH2:27][CH2:28][CH2:29][CH2:30]1>>[C:2](#[N:3])[CH2:4][NH:5][C:6](=[O:7])[CH:8]1[N:9]([C:23](=[O:22])[CH:25]2[CH2:26][CH2:27][CH2:28][CH2:29][CH2:30]2)[CH2:10][CH:11]([S:13](=[O:14])(=[O:15])[c:16]2[cH:17][cH:18][cH:19][cH:20][cH:21]2)[CH2:12]1. Reactants: COC(OC)C1CC(O[Si](C)(C)C(C)(C)C)CC(O)O1, CCCC[N+](CCCC)(CCCC)CCCC, [F-], C1CCOC1. Product: COC(OC)C1CC(O)CC(O)O1. RXN SMILES: [C:1]([Si:2]([CH3:3])([CH3:4])[O:6][CH:7]1[CH2:8][CH:9]([OH:18])[O:10][CH:11]([CH:13]([O:14][CH3:15])[O:16][CH3:17])[CH2:12]1)([CH3:5])([CH3:19])[CH3:20].[CH2:27]([N+:28]([CH2:29][CH2:30][CH2:31][CH3:32])([CH2:33][CH2:34][CH2:35][CH3:36])[CH2:37][CH2:38][CH2:39][CH3:40])[CH2:41][CH2:42][CH3:43].[F-:26].[O:21]1[CH2:22][CH2:23][CH2:24][CH2:25]1>>[OH:6][CH:7]1[CH2:8][CH:9]([OH:18])[O:10][CH:11]([CH:13]([O:14][CH3:15])[O:16][CH3:17])[CH2:12]1. Conditions: time 3 hour. Procedure details: 212 g of 4-propylcyclohexanone and 200 ml of pyrrolidine was dissolved in 600 ml of toluene, and the mixture was heated with stirring for 3 hours, and any azeotropically distilled water was removed. Excess pyrrolidine was then removed by azeotropic distillation with toluene, to obtain 1-(4-propylcyclohexa-1-en-1-yl)-pyrrolidine. The crude product was cooled, as is, to room temperature, a further 800 ml of toluene was added, the mixture was cooled in a water bath, and 120 ml of methyl vinyl keton... As a reaction SMILES: [CH2:1]([CH:4]1[CH2:9][CH2:8][C:7](=O)[CH2:6][CH2:5]1)[CH2:2][CH3:3].[NH:11]1[CH2:15][CH2:14][CH2:13][CH2:12]1>C1(C)C=CC=CC=1>[CH2:1]([CH:4]1[CH2:9][CH2:8][C:7]([N:11]2[CH2:15][CH2:14][CH2:13][CH2:12]2)=[CH:6][CH2:5]1)[CH2:2][CH3:3]. Product: C(CC)C1CC=C(CC1)N1CCCC1 (1-(4-propylcyclohexa-1-en-1-yl)-pyrrolidine). Run in C1(=CC=CC=C1)C (toluene). The reactants are C(CC)C1CCC(CC1)=O (4-propylcyclohexanone), N1CCCC1 (pyrrolidine). Reactants: FC=1C=C(C=O)C=CC1C (3-fluoro-4-methyl-benzaldehyde), Cl.O(C)N (methoxylamine hydrochloride), compound 3-A. Procedure details: Reaction of 3-fluoro-4-methyl-benzaldehyde with methoxylamine hydrochloride as described in the preparation of compound 3-A gave the title oxime ether as a clear oil (94% yield). 1HNMR indicated a 9:1 mixture of E- and Z-isomers. 1HNMR 400 MHz (CDCl3) δ (ppm): (E-isomer) 2.28 (3H, broad s, CH3), 3.97 (3H, s, OCH3), 7.15-7.29 (3H, m, aromatics), 7.99 (1H, s, CH). Isolated yield 94.0%. RXN SMILES: [F:1][C:2]1[CH:3]=[C:4]([CH:7]=[CH:8][C:9]=1[CH3:10])[CH:5]=O.Cl.[O:12]([NH2:14])[CH3:13]>>[CH3:13][O:12][N:14]=[CH:5][C:4]1[CH:7]=[CH:8][C:9]([CH3:10])=[C:2]([F:1])[CH:3]=1 |f:1.2|. Product: CON=CC1=CC(=C(C=C1)C)F (3-Fluoro-4-methyl-benzaldehyde O-methyl-oxime). Starting materials: CCO, Cl, [Fe], Cc1cncc([N+](=O)[O-])c1N. Product: Cc1cncc(N)c1N. RXN SMILES: [CH3:14][CH2:15][OH:16].[ClH:12].[Fe:13].[NH2:1][c:2]1[c:3]([CH3:11])[cH:4][n:5][cH:6][c:7]1[N+:8]([O-:9])=[O:10]>>[NH2:1][c:2]1[c:3]([CH3:11])[cH:4][n:5][cH:6][c:7]1[NH2:8]. The reactants are C(N)(=O)C1=CC=C(C=C1)NC(=O)C1NC(C(C1C1=C(C(=CC=C1)Cl)F)(C#N)C1=C(C=C(C=C1)Cl)F)CC(C)(C)C (Rac (2R,3S,4R,5S)-3-(3-Chloro-2-fluoro-phenyl)-4-(4-chloro-2-fluoro-phenyl)-4-cyano-5-(2,2-dimethyl-propyl)-pyrrolidine-2-carboxylic acid (4-carbamoyl-phenyl)-amide), white solid, white solid. The solvent is CO (MeOH). Product: C(N)(=O)C1=CC=C(C=C1)NC(=O)[C@@H]1N[C@H]([C@]([C@H]1C1=C(C(=CC=C1)Cl)F)(C#N)C1=C(C=C(C=C1)Cl)F)CC(C)(C)C ((2R,3S,4R,5S)-3-(3-Chloro-2-fluoro-phenyl)-4-(4-chloro-2-fluoro-phenyl)-4-cyano-5-(2,2-dimethyl-propyl)-pyrrolidine-2-carboxylic acid (4-carbamoyl-phenyl)-amide). Reaction SMILES: [C:1]([C:4]1[CH:9]=[CH:8][C:7]([NH:10][C:11]([CH:13]2[CH:17]([C:18]3[CH:23]=[CH:22][CH:21]=[C:20]([Cl:24])[C:19]=3[F:25])[C:16]([C:28]3[CH:33]=[CH:32][C:31]([Cl:34])=[CH:30][C:29]=3[F:35])([C:26]#[N:27])[CH:15]([CH2:36][C:37]([CH3:40])([CH3:39])[CH3:38])[NH:14]2)=[O:12])=[CH:6][CH:5]=1)(=[O:3])[NH2:2]>CO>[C:1]([C:4]1[CH:9]=[CH:8][C:7]([NH:10][C:11]([C@H:13]2[C@H:17]([C:18]3[CH:23]=[CH:22][CH:21]=[C:20]([Cl:24])[C:19]=3[F:25])[C@:16]([C:28]3[CH:33]=[CH:32][C:31]([Cl:34])=[CH:30][C:29]=3[F:35])([C:26]#[N:27])[C@H:15]([CH2:36][C:37]([CH3:40])([CH3:39])[CH3:38])[NH:14]2)=[O:12])=[CH:6][CH:5]=1)(=[O:3])[NH2:2]. Procedure: Rac (2R,3S,4R,5S)-3-(3-Chloro-2-fluoro-phenyl)-4-(4-chloro-2-fluoro-phenyl)-4-cyano-5-(2,2-dimethyl-propyl)-pyrrolidine-2-carboxylic acid (4-carbamoyl-phenyl)-amide (475 mg) was resolved on Berger SFC system under 30° C., 100 Bar, 35% MeOH on a O.D. Column to give two peaks. Peak 1, desired, 38 mg white solid; Peak 2, undesired, 38 mg white solid; Starting materials: C(CC)C1=CC=C(N=N1)N1CCC(CC1)O (6-n-propyl-3-(4-hydroxy-1-piperidinyl)pyridazine), C(CC)C1=CC=C(N=N1)N1CCC(CC1)O (6-n-propyl-3-(4-hydroxy-1-piperidinyl)pyridazine), CCOC(=O)/N=N/C(=O)OCC (DEAD), CN1N=C(N=N1)C1=CC(=C(C(=C1)C)O)C (2-methyl-5-(3,5-dimethyl-4-hydroxyphenyl)-2H-tetrazole), CN1N=C(N=N1)C1=CC(=C(C(=C1)C)O)C (2-methyl-5-(3,5-dimethyl-4-hydroxyphenyl)-2H-tetrazole), CC1=C(C(=CC(=C1)C#N)C)O (2,6-dimethyl-4-cyanophenol). Product: CC=1C=C(C=C(C1O)C)N1N=CN=N1 ((3,5-dimethyl-4-hydroxyphenyl)-2H-tetrazole), CN1N=C(N=N1)C1=CC(=C(C(=C1)C)O)C (2-methyl-5-(3,5-dimethyl-4-hydroxyphenyl)-2H-tetrazole), compound. Yield: 71.9%. As a reaction SMILES: [CH3:1][C:2]1[CH:7]=[C:6](C#N)[CH:5]=[C:4]([CH3:10])[C:3]=1[OH:11].C(C1N=NC(N2CCC(O)CC2)=CC=1)CC.CCOC(/N=N/C(OCC)=O)=O.[CH3:40][N:41]1[N:45]=[N:44][C:43]([C:46]2[CH:51]=[C:50]([CH3:52])[C:49]([OH:53])=[C:48]([CH3:54])[CH:47]=2)=[N:42]1>>[CH3:10][C:4]1[CH:5]=[C:6]([N:41]2[N:45]=[N:44][CH:43]=[N:42]2)[CH:7]=[C:2]([CH3:1])[C:3]=1[OH:11].[CH3:40][N:41]1[N:45]=[N:44][C:43]([C:46]2[CH:51]=[C:50]([CH3:52])[C:49]([OH:53])=[C:48]([CH3:54])[CH:47]=2)=[N:42]1. Procedure: 2-Methyl-5-((3,5-dimethyl-4-hydroxyphenyl)-2H-tetrazole (Formula III: R2 =R3 =R4 =CH3) was prepared according to the procedure of Example 1b starting with 2,6-dimethyl-4-cyanophenol. 4.5 Mmol of 6-methyl-3-(4-hydroxyl-1-piperidinyl)pyridazine (Formula IV: R1 =methyl, Y=CH2), 1.14 g DEAD, 6.8 mmol TPP, 5 mmol of 2-methyl-5-(3,5-dimethyl-4-hydroxyphenyl)-2H-tetrazole (Formula III: R2 =R3 =R4 =CH3) were reacted as described in Example 1c. Recrystallization from ethyl acetate afforded a 71.9% yield ...